Task: describe an organic reaction: reactants, conditions, products, and yield. Dataset: the Open Reaction Database (ORD), a public repository of structured organic reaction records Starting materials: NC1=C(C=CC=C1N)C (2,3-diamino-toluene), C(CCC)(=O)O (butyric acid), [H-].[Na+] (sodium hydride), C([O-])([O-])=O.[Na+].[Na+] (sodium carbonate), C(=O)=O (carbon dioxide). Run in O (water), polyphosphoric acid. Yields the product CC1=CC=CC=2NC(=NC21)CCC (4-Methyl-2-propyl-1H-benzimidazole). RXN SMILES: [NH2:1][C:2]1[C:7]([NH2:8])=[CH:6][CH:5]=[CH:4][C:3]=1[CH3:9].[C:10](O)(=O)[CH2:11][CH2:12][CH3:13].[H-].[Na+].C(=O)([O-])[O-].[Na+].[Na+].C(=O)=O>O>[CH3:9][C:3]1[C:2]2[N:1]=[C:10]([CH2:11][CH2:12][CH3:13])[NH:8][C:7]=2[CH:6]=[CH:5][CH:4]=1 |f:2.3,4.5.6|. Reported procedure: 5.00 g (41 mmol) of 2,3-diamino-toluene and 3.7 ml (41 mmol) of butyric acid are stirred in 41 ml of polyphosphoric acid at 120° C. for 3 hours, and the mixture is poured into 410 ml of water and brought to pH=9 with solid sodium hydride. Thereafter, sodium carbonate is added until the evolution of carbon dioxide has ended, the mixture is extracted five times with 100 ml of ethyl acetate each time, the combined organic phases are dried with anhydrous sodium sulphate and the solution is evaportat... Reactants: O=C([O-])[O-], C1COCCN1, CN(C)C=O, O=C(CCl)Nc1ccn(-c2ccc(Cl)c(Cl)c2)n1, [I-], [K+], [K+], [Na+]. Yields the product O=C(CN1CCOCC1)Nc1ccn(-c2ccc(Cl)c(Cl)c2)n1. Reaction SMILES: [C:25](=[O:26])([O-:27])[O-:28].[CH2:19]1[CH2:20][O:21][CH2:22][CH2:23][NH:24]1.[CH3:33][N:34]([CH3:35])[CH:36]=[O:37].[Cl:1][CH2:2][C:3](=[O:4])[NH:5][c:6]1[n:7][n:8](-[c:11]2[cH:12][c:13]([Cl:18])[c:14]([Cl:17])[cH:15][cH:16]2)[cH:9][cH:10]1.[I-:32].[K+:29].[K+:30].[Na+:31]>>[CH2:2]([C:3](=[O:4])[NH:5][c:6]1[n:7][n:8](-[c:11]2[cH:12][c:13]([Cl:18])[c:14]([Cl:17])[cH:15][cH:16]2)[cH:9][cH:10]1)[N:24]1[CH2:19][CH2:20][O:21][CH2:22][CH2:23]1. Reactants: NC1=CC=C(OC2=CC=NC3=CC(=C(C=C23)OC)O)C=C1 (4-(4-aminophenoxy)-6-methoxyquinolin-7-ol), CN1N(C(C(=C1C)C(=O)O)=O)C1=CC=CC=C1 (1,5-dimethyl-3-oxo-2-phenyl-2,3-dihydro-1H-pyrazole-4-carboxylic acid), CCN=C=NCCCN(C)C (EDCI), C1=CC2=C(N=C1)N(N=N2)O (HOAT). The solvent is CN(C)C=O (DMF), O (H2O). Conditions: temperature 60 celsius, time 10 hour. Product: OC1=C(C=C2C(=CC=NC2=C1)OC1=CC=C(C=C1)NC(=O)C=1C(N(N(C1C)C)C1=CC=CC=C1)=O)OC (N-(4-((7-hydroxy-6-methoxyquinolin-4-yl)oxy)phenyl)-1,5-dimethyl-3-oxo-2-phenyl-2,3-dihydro-1H-pyrazole-4-carboxamide). The yield is 93.6%. As a reaction SMILES: [NH2:1][C:2]1[CH:21]=[CH:20][C:5]([O:6][C:7]2[C:16]3[C:11](=[CH:12][C:13]([OH:19])=[C:14]([O:17][CH3:18])[CH:15]=3)[N:10]=[CH:9][CH:8]=2)=[CH:4][CH:3]=1.[CH3:22][N:23]1[C:27]([CH3:28])=[C:26]([C:29](O)=[O:30])[C:25](=[O:32])[N:24]1[C:33]1[CH:38]=[CH:37][CH:36]=[CH:35][CH:34]=1.CCN=C=NCCCN(C)C.C1C=NC2N(O)N=NC=2C=1>CN(C=O)C.O>[OH:19][C:13]1[CH:12]=[C:11]2[C:16]([C:7]([O:6][C:5]3[CH:20]=[CH:21][C:2]([NH:1][C:29]([C:26]4[C:25](=[O:32])[N:24]([C:33]5[CH:34]=[CH:35][CH:36]=[CH:37][CH:38]=5)[N:23]([CH3:22])[C:27]=4[CH3:28])=[O:30])=[CH:3][CH:4]=3)=[CH:8][CH:9]=[N:10]2)=[CH:15][C:14]=1[O:17][CH3:18]. Reported procedure: To a solution of 4-(4-aminophenoxy)-6-methoxyquinolin-7-ol (3.61 g, 12.8 mmol) and 1,5-dimethyl-3-oxo-2-phenyl-2,3-dihydro-1H-pyrazole-4-carboxylic acid (2.85 g, 12.27 mmol) in DMF (50 mL) was added EDCI (2.81 g, 14.66 mmol) and HOAT (0.33 g, 2.4 mmol). The reaction was stirred at 60° C. for 10 hours, cooled to room temperature and diluted with H2O (200 mL). The solid was collected by filtration and dried in vacuo at 60° C. overnight to give the title compound as a white solid (5.7 g, 89.9%). Reactants: COC(=O)c1ccc2c(c1)CC(C)(C)C(c1ccc(F)c(NC(=O)C(C)C)c1)N2, CO, [Na+], [OH-], O. Product: CC(C)C(=O)Nc1cc(C2Nc3ccc(C(=O)O)cc3CC2(C)C)ccc1F. As a reaction SMILES: [CH3:1][O:2][C:3](=[O:4])[c:5]1[cH:6][c:7]2[c:12]([cH:13][cH:14]1)[NH:11][CH:10]([c:15]1[cH:16][c:17]([NH:22][C:23]([CH:24]([CH3:25])[CH3:26])=[O:27])[c:18]([F:21])[cH:19][cH:20]1)[C:9]([CH3:28])([CH3:29])[CH2:8]2.[CH3:33][OH:34].[Na+:31].[OH-:30].[OH2:32]>>[O:2]=[C:3]([OH:4])[c:5]1[cH:6][c:7]2[c:12]([cH:13][cH:14]1)[NH:11][CH:10]([c:15]1[cH:16][c:17]([NH:22][C:23]([CH:24]([CH3:25])[CH3:26])=[O:27])[c:18]([F:21])[cH:19][cH:20]1)[C:9]([CH3:28])([CH3:29])[CH2:8]2. Reactants: solid, Cl.Cl.O1CCC2=C1C=CC=C2C2CCN(CC2)CC[C@@H]2CC[C@H](CC2)N (trans-4-{2-[4-(2,3-dihydro-benzofuran-4-yl)-piperidin-1-yl]-ethyl}-cyclohexylamine dihydrochloride), Cl.Cl.O1CCC2=C1C=CC=C2C2CCN(CC2)CC[C@@H]2CC[C@H](CC2)N (trans-4-{2-[4-(2,3-dihydro-benzofuran-4-yl)-piperidin-1-yl]-ethyl}-cyclohexylamine dihydrochloride), CC(CC(=O)O)(C)C (3,3-dimethyl-butyric acid). Yields the product O1CCC2=C1C=CC=C2C2CCN(CC2)CC[C@@H]2CC[C@H](CC2)NC(CC(C)(C)C)=O (trans-N-(4-{2-[4-(2,3-Dihydro-benzofuran-4-yl)-piperidin-1-yl]ethyl}-cyclohexyl)-3,3-dimethyl-butyramide). As a reaction SMILES: Cl.Cl.[O:3]1[C:7]2[CH:8]=[CH:9][CH:10]=[C:11]([CH:12]3[CH2:17][CH2:16][N:15]([CH2:18][CH2:19][C@H:20]4[CH2:25][CH2:24][C@H:23]([NH2:26])[CH2:22][CH2:21]4)[CH2:14][CH2:13]3)[C:6]=2[CH2:5][CH2:4]1.[CH3:27][C:28]([CH3:34])([CH3:33])[CH2:29][C:30](O)=[O:31]>>[O:3]1[C:7]2[CH:8]=[CH:9][CH:10]=[C:11]([CH:12]3[CH2:17][CH2:16][N:15]([CH2:18][CH2:19][C@H:20]4[CH2:21][CH2:22][C@H:23]([NH:26][C:30](=[O:31])[CH2:29][C:28]([CH3:34])([CH3:33])[CH3:27])[CH2:24][CH2:25]4)[CH2:14][CH2:13]3)[C:6]=2[CH2:5][CH2:4]1 |f:0.1.2|. Procedure details: The title compound, off-white solid (85 mg, 80%), MS (ISP) m/z=427.5 [(M+H)+], mp 193° C., was prepared in accordance with the general method of example 1 from trans-4-{2-[4-(2,3-dihydro-benzofuran-4-yl)-piperidin-1-yl]-ethyl}-cyclohexylamine dihydro chloride (intermediate B) (100 mg, 0.25 mmol) and 3,3-dimethyl-butyric acid.